This data is from the Open Reaction Database (ORD), a public repository of structured organic reaction records. The task is: describe an organic reaction: reactants, conditions, products, and yield Reactants: Cn1c(=O)c2c(ncn2-c2ccccc2C(O)C2CN(C(=O)OC(C)(C)C)CCN2C(=O)OC(C)(C)C)n(C)c1=O, CI, CCOC(C)=O, [H-], [Na+], C1CCOC1, O, S=C=S. Product: CSC(=S)OC(c1ccccc1-n1cnc2c1c(=O)n(C)c(=O)n2C)C1CN(C(=O)OC(C)(C)C)CCN1C(=O)OC(C)(C)C. As a reaction SMILES: [C:3]([CH3:4])([CH3:5])([CH3:6])[O:7][C:8](=[O:9])[N:10]1[CH:11]([CH:23]([OH:24])[c:25]2[c:26](-[n:31]3[cH:32][n:33][c:34]4[n:35]([CH3:43])[c:36](=[O:42])[n:37]([CH3:41])[c:38](=[O:40])[c:39]34)[cH:27][cH:28][cH:29][cH:30]2)[CH2:12][N:13]([C:16](=[O:17])[O:18][C:19]([CH3:20])([CH3:21])[CH3:22])[CH2:14][CH2:15]1.[CH3:47][I:48].[CH3:55][CH2:56][O:57][C:58](=[O:59])[CH3:60].[H-:1].[Na+:2].[O:49]1[CH2:50][CH2:51][CH2:52][CH2:53]1.[OH2:54].[S:44]=[C:45]=[S:46]>>[C:3]([CH3:4])([CH3:5])([CH3:6])[O:7][C:8](=[O:9])[N:10]1[CH:11]([CH:23]([O:24][C:45](=[S:44])[S:46][CH3:47])[c:25]2[c:26](-[n:31]3[cH:32][n:33][c:34]4[n:35]([CH3:43])[c:36](=[O:42])[n:37]([CH3:41])[c:38](=[O:40])[c:39]34)[cH:27][cH:28][cH:29][cH:30]2)[CH2:12][N:13]([C:16](=[O:17])[O:18][C:19]([CH3:20])([CH3:21])[CH3:22])[CH2:14][CH2:15]1. Reactants: C(=O)([O-])[O-].[K+].[K+] (K2CO3), ClC1=C(CBr)C(=CC=C1)F (2-chloro-6-fluorobenzyl bromide), CN(C)C=O (DMF), COC1=C(C=C(C=C1C)N1S(C2=C(N(C1=O)CC1=C(C=C(C=C1F)F)F)C=CC=C2)(=O)=O)C (2-(4-methoxy-3,5-dimethylphenyl)-4-(2,4,6-trifluorobenzyl)-2H-1,2,4-benzothiadiazin-3(4H)-one 1,1-dioxide). Product: ClC1=C(CN2C(N(S(C3=C2C=CC=C3)(=O)=O)C=3C=NC(=CC3)OC)=O)C(=CC=C1)F (4-(2-Chloro-6-fluorobenzyl)-2-(6-methoxypyridin-3-yl)-2H-1,2,4-benzothiadiazin-3(4H)-one 1,1-dioxide). As a reaction SMILES: C([O-])([O-])=O.[K+].[K+].[Cl:7][C:8]1[CH:15]=[CH:14][CH:13]=[C:12]([F:16])[C:9]=1[CH2:10]Br.[CH3:17][O:18][C:19]1C(C)=[CH:23][C:22]([N:26]2[C:31](=[O:32])[N:30](CC3C(F)=CC(F)=CC=3F)[C:29]3[CH:43]=[CH:44][CH:45]=[CH:46][C:28]=3[S:27]2(=[O:48])=[O:47])=[CH:21][C:20]=1C.C[N:51](C=O)C>>[Cl:7][C:8]1[CH:15]=[CH:14][CH:13]=[C:12]([F:16])[C:9]=1[CH2:10][N:30]1[C:29]2[CH:43]=[CH:44][CH:45]=[CH:46][C:28]=2[S:27](=[O:48])(=[O:47])[N:26]([C:22]2[CH:23]=[N:51][C:19]([O:18][CH3:17])=[CH:20][CH:21]=2)[C:31]1=[O:32] |f:0.1.2|. Procedure details: The title compound (79 mg, 0.18 mmol) was prepared from (IntA15) (75 mg, 0.25 mmol), K2CO3 (104 mg, 0.75 mmol) and 2-chloro-6-fluorobenzyl bromide (67 mg, 0.30 mmol) in DMF (2 mL) using the methods of (115). Reactants: BrC=1C=C(C=NC1)NC(=O)N1CCC2=CC(=C(C=C12)C(F)(F)F)OC (1-(5-bromopyrid-3-ylcarbamoyl)-5-methoxy-6-trifluoromethylindoline), O1C(=CC=C1)B(O)O (2-furylboronic acid). Yields the product O1C(=CC=C1)C1(CC=2CCN(C2C=C1C(F)(F)F)C(NC=1C=NC=CC1)=O)OC (5-(2-Furyl)-pyrid-3-ylcarbamoyl-5-methoxy-6-trifluoromethylindoline). Yield: 80.0%. As a reaction SMILES: Br[C:2]1[CH:3]=[C:4]([NH:8][C:9]([N:11]2[C:19]3[C:14](=[CH:15][C:16]([O:24][CH3:25])=[C:17]([C:20]([F:23])([F:22])[F:21])[CH:18]=3)[CH2:13][CH2:12]2)=[O:10])[CH:5]=[N:6][CH:7]=1.[O:26]1[CH:30]=[CH:29][CH:28]=[C:27]1B(O)O>>[O:26]1[CH:30]=[CH:29][CH:28]=[C:27]1[C:16]1([O:24][CH3:25])[C:17]([C:20]([F:23])([F:22])[F:21])=[CH:18][C:19]2[N:11]([C:9](=[O:10])[NH:8][C:4]3[CH:5]=[N:6][CH:7]=[CH:2][CH:3]=3)[CH2:12][CH2:13][C:14]=2[CH2:15]1. Reported procedure: This was prepared from 1-(5-bromopyrid-3-ylcarbamoyl)-5-methoxy-6-trifluoromethylindoline and 2-furylboronic acid by the same method as for Example 10, affording the title compound as a pale brown crystalline solid in 80% yield, m.p. 92-94° C. Reactants: C(CC)C1=C(N)C=CC(=C1)[N+](=O)[O-] (2-n-propyl-4-nitroaniline), C(CC)C1=C(C=CC(=C1)[N+](=O)[O-])N=C=S (2-n-propyl-4-nitrophenyl isothiocyanate), OCCN (2-hydroxyethylamine), O=S(Cl)Cl (SOCl2). The product is NC1(CCCC1)CO (1-Amino-1-(hydroxymethyl)cyclopentane), Cl.NC1(CCCC1)CCl (1-amino-1-(chloromethyl)cyclopentane HCl salt). As a reaction SMILES: C([C:4]1[CH:10]=[C:9]([N+]([O-])=O)[CH:8]=[CH:7][C:5]=1[NH2:6])CC.C([C:17]1[CH:22]=[C:21]([N+]([O-])=[O:24])[CH:20]=[CH:19][C:18]=1[N:26]=C=S)CC.OCCN.O=S(Cl)[Cl:35]>>[NH2:6][C:5]1([CH2:4][OH:24])[CH2:7][CH2:8][CH2:9][CH2:10]1.[ClH:35].[NH2:26][C:18]1([CH2:17][Cl:35])[CH2:19][CH2:20][CH2:21][CH2:22]1 |f:5.6|. Reported procedure: 2-n-Propylaniline was converted to 2-n-propylacetanilide according to Method A2a, Step 1. The acetanilide was converted to 2-n-propyl-4-nitroacetanilide according to Method A2a, Step 2. The acetanilide was deprotected according to Method A2a, Step 3 to give 2-n-propyl-4-nitroaniline. The aniline was converted to 2-n-propyl-4-nitrophenyl isothiocyanate according to Method A2a, Step 3. 1-Amino-1-(hydroxymethyl)cyclopentane was synthesized as described in Method B1c. The 2-hydroxyethylamine was rea...